Dataset: the Open Reaction Database (ORD), a public repository of structured organic reaction records. Task: describe an organic reaction: reactants, conditions, products, and yield Reactants: C1CCOC1, CO, CC(C(=O)[O-])c1ccc(C2CC2)cc1, [Na+], [OH-]. The product is O=C(O)Cc1ccc(C2CC2)cc1. As a reaction SMILES: [CH2:19]1[O:20][CH2:21][CH2:22][CH2:23]1.[CH3:15][OH:16].[CH3:1][CH:2]([C:3](=[O:4])[O-:5])[c:6]1[cH:7][cH:8][c:9]([CH:12]2[CH2:13][CH2:14]2)[cH:10][cH:11]1.[Na+:18].[OH-:17]>>[CH2:2]([C:3](=[O:4])[OH:5])[c:6]1[cH:7][cH:8][c:9]([CH:12]2[CH2:13][CH2:14]2)[cH:10][cH:11]1. The reactants are COc1cc2c(c(OC)c1C)COC(C)C2, [H-], CN(C)C=O. Yields the product COc1c(C)c(O)cc2c1COC(C)C2. As a reaction SMILES: [CH3:1][CH:2]1[O:3][CH2:4][c:5]2[c:6]([O:15][CH3:16])[c:7]([CH3:14])[c:8]([O:12][CH3:13])[cH:9][c:10]2[CH2:11]1.[H-:17].[O:18]=[CH:19][N:20]([CH3:21])[CH3:22]>>[CH3:1][CH:2]1[O:3][CH2:4][c:5]2[c:6]([O:15][CH3:16])[c:7]([CH3:14])[c:8]([OH:12])[cH:9][c:10]2[CH2:11]1. Product: ClC=1C2=C(N=C(N1)SC)C=CC=N2 (4-Chloro-2-methylthiopyrido[3,2-d]pyrimidine). Isolated yield 85.8%. RXN SMILES: O[C:2]1[C:3]2[N:13]=[CH:12][CH:11]=[CH:10][C:4]=2[N:5]=[C:6]([S:8][CH3:9])[N:7]=1.P(Cl)(Cl)([Cl:16])=O.C(#N)C>CN(C)C=O>[Cl:16][C:2]1[C:3]2[N:13]=[CH:12][CH:11]=[CH:10][C:4]=2[N:5]=[C:6]([S:8][CH3:9])[N:7]=1. Reaction conditions: time 10 minute. The reactants are OC=1C2=C(N=C(N1)SC)C=CC=N2 (4-hydroxy-2-methylthiopyrido[3,2-d]pyrimidine), P(=O)(Cl)(Cl)Cl (phosphorus oxychloride), C(C)#N (acetonitrile). Procedure: A mixture of 19.0 g (98 mmol) of 4-hydroxy-2-methylthiopyrido[3,2-d]pyrimidine, 36.5 mL (60 g, 390 mmol) of phosphorus oxychloride and 200 mL of acetonitrile was prepared and heated to reflux with stirring. Since not much appeared to happen, about 1 mL of N,N-dimethylformamide was added. The solids then all went into solution in about 10 min. After about 2 hours, the volatiles were removed by evaporation under reduced pressure and the residue was diluted with dichloromethane. The resulting mixtu... Run in CN(C=O)C (N,N-dimethylformamide).